From a dataset of the Open Reaction Database (ORD), a public repository of structured organic reaction records. describe an organic reaction: reactants, conditions, products, and yield The reactants are Cl.C(C1=CC=CC=C1)(=O)OC1=CC=C(C=N1)C1(CCCCC1)NC(C1=CC=CC=C1)=O (N-[1-[6-(benzoyloxy)-3-pyridinyl]cyclohexyl]benzamide hydrochloride). Run in CO (methanol). Yields the product O=C1C=CC(=CN1)C1(CCCCC1)NC(C1=CC=CC=C1)=O (N-[1-(1,6-Dihydro-6-oxo-3-pyridinyl)cyclohexyl]benzamide). Yield: 27.1%. RXN SMILES: Cl.C([O:10][C:11]1[N:16]=[CH:15][C:14]([C:17]2([NH:23][C:24](=[O:31])[C:25]3[CH:30]=[CH:29][CH:28]=[CH:27][CH:26]=3)[CH2:22][CH2:21][CH2:20][CH2:19][CH2:18]2)=[CH:13][CH:12]=1)(=O)C1C=CC=CC=1>CO>[O:10]=[C:11]1[NH:16][CH:15]=[C:14]([C:17]2([NH:23][C:24](=[O:31])[C:25]3[CH:26]=[CH:27][CH:28]=[CH:29][CH:30]=3)[CH2:18][CH2:19][CH2:20][CH2:21][CH2:22]2)[CH:13]=[CH:12]1 |f:0.1|. Reported procedure: A solution of N-[1-[6-(benzoyloxy)-3-pyridinyl]cyclohexyl]benzamide hydrochloride (10.4 g) was heated in 75 ml of refluxing methanol for 1 hour. The solution was cooled, and the solvent was removed in vacuo. The residual oil was triturated with a mixture of ethyl acetate and hexanes, affording 5.9 g of crude product as a solid. Recrystallization from isopropyl alcohol gave 1.91 g of a flocculent solid, m.p. 223°-224° C. The reactants are solution, [OH-].[Li+] (lithium hydroxide), COC(=O)C1CN(C1)C([C@@H](NC(=O)OCC1=CC=CC=C1)CO)=O (N-(N-carbobenzyloxy-L-seryl)-3-azetidinecarboxylic acid methyl ester), Cl (hydrochloric acid), C(C)(=O)OCC (ethyl acetate). Solvent: CO (methanol), O (water), CO (methanol). Reaction conditions: temperature 0 celsius, time 1.5 hour. Yields the product C(=O)(OCC1=CC=CC=C1)N[C@@H](CO)C(=O)N1CC(C1)C(=O)O (N-(N-carbobenzyloxy-L-seryl)-3-azetidinecarboxylic acid). Reaction SMILES: [OH-].[Li+].C[O:4][C:5]([CH:7]1[CH2:10][N:9]([C:11](=[O:26])[C@H:12]([CH2:24][OH:25])[NH:13][C:14]([O:16][CH2:17][C:18]2[CH:23]=[CH:22][CH:21]=[CH:20][CH:19]=2)=[O:15])[CH2:8]1)=[O:6].Cl.C(OCC)(=O)C>O.CO>[C:14]([NH:13][C@H:12]([C:11]([N:9]1[CH2:10][CH:7]([C:5]([OH:6])=[O:4])[CH2:8]1)=[O:26])[CH2:24][OH:25])([O:16][CH2:17][C:18]1[CH:19]=[CH:20][CH:21]=[CH:22][CH:23]=1)=[O:15] |f:0.1|. Procedure details: 20 ml of a ca. 1M solution of lithium hydroxide in water was added to a stirred solution of 3.36 g of 1C in 100 ml of methanol at 0° C., and the mixture was stirred for 1.5 hours at 0° C. The mixture was neutralized (to pH 6-7) with 6N hydrochloric acid, the filtrate was stripped of solvent under reduced pressure and a temperature up to 55° C., and the residue was subjected to very low pressure (<1 Torr.). The residue was dissolved in 75 ml of methanol, 100 ml of ethyl acetate was added, the mix... Product: C(=O)(O)CCC1=C(OCCCC(=O)O)C=CC=C1CCCCCCOC=1C=C(C=C(C1)C1=CC=NC=C1)C1=CC(=CC=C1)F (4-{2-(2-carboxy-ethyl)-3-[6-(3′-fluoro-5-pyridin-4-yl-biphenyl-3-yloxy)-hexyl]-phenoxy}-butyric acid). Isolated yield 25.9%. Procedure: A similar procedure as described in Example 5, step 2 was used, starting from 4-{2-(2-carboxy-ethyl)-3-[6-(3′-fluoro-5-iodo-bi phenyl-3-yloxy)-hexyl]-phenoxy}-butyric acid (116 mg, 0.18 mmol) and pyridin-4-ylboronic acid (66 mg, 0.54 mmol) to obtain 4-{2-(2-carboxy-ethyl)-3-[6-(3′-fluoro-5-pyridin-4-yl-biphenyl-3-yloxy)-hexyl]-phenoxy}-butyric acid (28 mg, 26%) as an amorphous white solid: ES(+)-HRMS m/e calculated for C36H38FNO6 (M+H)+ 600.2756, found 600.2754. As a reaction SMILES: [C:1]([CH2:4][CH2:5][C:6]1[C:18]([CH2:19][CH2:20][CH2:21][CH2:22][CH2:23][CH2:24][O:25][C:26]2[CH:27]=[C:28]([C:33]3[CH:38]=[CH:37][CH:36]=[C:35]([F:39])[CH:34]=3)[CH:29]=[C:30](I)[CH:31]=2)=[CH:17][CH:16]=[CH:15][C:7]=1[O:8][CH2:9][CH2:10][CH2:11][C:12]([OH:14])=[O:13])([OH:3])=[O:2].[N:40]1[CH:45]=[CH:44][C:43](B(O)O)=[CH:42][CH:41]=1>>[C:1]([CH2:4][CH2:5][C:6]1[C:18]([CH2:19][CH2:20][CH2:21][CH2:22][CH2:23][CH2:24][O:25][C:26]2[CH:27]=[C:28]([C:33]3[CH:38]=[CH:37][CH:36]=[C:35]([F:39])[CH:34]=3)[CH:29]=[C:30]([C:43]3[CH:44]=[CH:45][N:40]=[CH:41][CH:42]=3)[CH:31]=2)=[CH:17][CH:16]=[CH:15][C:7]=1[O:8][CH2:9][CH2:10][CH2:11][C:12]([OH:14])=[O:13])([OH:3])=[O:2]. The reactants are C(=O)(O)CCC1=C(OCCCC(=O)O)C=CC=C1CCCCCCOC=1C=C(C=C(C1)I)C1=CC(=CC=C1)F (4-{2-(2-carboxy-ethyl)-3-[6-(3′-fluoro-5-iodo-bi phenyl-3-yloxy)-hexyl]-phenoxy}-butyric acid), N1=CC=C(C=C1)B(O)O (pyridin-4-ylboronic acid). Starting materials: CC(=O)OC(C)=O, CC(C)[O-], Cc1ncc2n1-c1ccc(N)cc1C(c1ccccc1F)=NC2. Yields the product CC(=O)Nc1ccc2c(c1)C(c1ccccc1F)=NCc1cnc(C)n1-2. RXN SMILES: [CH3:1][C:2]([O:3][C:5]([CH3:6])=[O:7])=[O:4].[CH:8]([O-:9])([CH3:10])[CH3:11].[NH2:12][c:13]1[cH:14][cH:15][c:16]2[c:17]([cH:34]1)[C:18]([c:27]1[c:28]([F:33])[cH:29][cH:30][cH:31][cH:32]1)=[N:19][CH2:20][c:21]1[n:22]-2[c:23]([CH3:26])[n:24][cH:25]1>>[C:5]([CH3:6])(=[O:7])[NH:12][c:13]1[cH:14][cH:15][c:16]2[c:17]([cH:34]1)[C:18]([c:27]1[c:28]([F:33])[cH:29][cH:30][cH:31][cH:32]1)=[N:19][CH2:20][c:21]1[n:22]-2[c:23]([CH3:26])[n:24][cH:25]1. Reactants: C1(=CC=CC=C1)N1C(=NC2=C1C=CC=C2)[C@H](C)N ((S)-1-(1-phenyl-1H-benzo[d]imidazol-2-yl)ethanamine), ClC1=C2N=CNC2=NC(=N1)N (6-chloro-9H-purin-2-amine), C(C)N(C(C)C)C(C)C (N-ethyl-N-isopropylpropan-2-amine). The solvent is CCCCO (n-BuOH). Reaction conditions: temperature 130 celsius, time 8 hour. Product: C1(=CC=CC=C1)N1C(=NC2=C1C=CC=C2)[C@H](C)NC2=C1N=CNC1=NC(=N2)N ((S)—N6-(1-(1-phenyl-1H-benzo[d]imidazol-2-yl)ethyl)-9H-purine-2,6-diamine). Yield: 44.5%. RXN SMILES: [C:1]1([N:7]2[C:11]3[CH:12]=[CH:13][CH:14]=[CH:15][C:10]=3[N:9]=[C:8]2[C@@H:16]([NH2:18])[CH3:17])[CH:6]=[CH:5][CH:4]=[CH:3][CH:2]=1.Cl[C:20]1[N:28]=[C:27]([NH2:29])[N:26]=[C:25]2[C:21]=1[N:22]=[CH:23][NH:24]2.C(N(C(C)C)C(C)C)C>CCCCO>[C:1]1([N:7]2[C:11]3[CH:12]=[CH:13][CH:14]=[CH:15][C:10]=3[N:9]=[C:8]2[C@@H:16]([NH:18][C:20]2[N:28]=[C:27]([NH2:29])[N:26]=[C:25]3[C:21]=2[N:22]=[CH:23][NH:24]3)[CH3:17])[CH:2]=[CH:3][CH:4]=[CH:5][CH:6]=1. Procedure details: Into a 25-mL round-bottom flask was placed a solution of (S)-1-(1-phenyl-1H-benzo[d]imidazol-2-yl)ethanamine from Example 4 (238 mg, 1.00 mmol, 1.00 equiv) in n-BuOH (8 mL), 6-chloro-9H-purin-2-amine (155 mg, 0.91 mmol, 0.91 equiv, 98%) and N-ethyl-N-isopropylpropan-2-amine (390 mg, 2.96 mmol, 2.95 equiv, 98%). The resulting solution was stirred overnight at 130° C. and concentrated under vacuum. The residue was eluted onto a C18 column (water/acetonitrile) to afford 0.150 g (40%) of 149 as a wh...